Dataset: the Open Reaction Database (ORD), a public repository of structured organic reaction records. Task: describe an organic reaction: reactants, conditions, products, and yield The reactants are NC1=C(C=C(C=C1)C1=C(C=CC(=C1)C)S(=O)C1=C(C=C(C=C1)C)C1=CC(=C(C=C1)N)[N+](=O)[O-])[N+](=O)[O-] ((4-amino-3-nitrophenyl)-4-methylphenyl sulfoxide), NC1=C(C=C(C=C1)C1=C(SC=C1C)S(=O)C=1SC=C(C1C1=CC(=C(C=C1)N)[N+](=O)[O-])C)[N+](=O)[O-] ((4-amino-3-nitrophenyl)-4-methylthiophenyl sulfoxide). The product is NC=1C=C(C=CC1N)C1=C(SC=C1C)S(=O)C=1SC=C(C1C1=CC(=C(C=C1)N)N)C (3,4-Diaminophenyl-4-methylthiophenyl sulfoxide). RXN SMILES: NC1C=CC(C2C=C(C)C=CC=2S(C2C=CC(C)=CC=2C2C=CC(N)=C([N+]([O-])=O)C=2)=O)=CC=1[N+]([O-])=O.[NH2:37][C:38]1[CH:43]=[CH:42][C:41]([C:44]2[C:48]([CH3:49])=[CH:47][S:46][C:45]=2[S:50]([C:52]2[S:53][CH:54]=[C:55]([CH3:67])[C:56]=2[C:57]2[CH:62]=[CH:61][C:60]([NH2:63])=[C:59]([N+:64]([O-])=O)[CH:58]=2)=[O:51])=[CH:40][C:39]=1[N+:68]([O-])=O>>[NH2:64][C:59]1[CH:58]=[C:57]([C:56]2[C:55]([CH3:67])=[CH:54][S:53][C:52]=2[S:50]([C:45]2[S:46][CH:47]=[C:48]([CH3:49])[C:44]=2[C:41]2[CH:42]=[CH:43][C:38]([NH2:37])=[C:39]([NH2:68])[CH:40]=2)=[O:51])[CH:62]=[CH:61][C:60]=1[NH2:63]. Procedure details: Following the procedure described in Example 2 but using as a starting material instead of (4-amino-3-nitrophenyl)-4-methylphenyl sulfoxide a corresponding amount of (4-amino-3-nitrophenyl)-4-methylthiophenyl sulfoxide, the title compound is obtained. Starting materials: [Cl-].[NH4+] (ammonium chloride), BrC1=CC=C(C(=O)OC)C=C1 (methyl 4-bromobenzoate), C(C)B(C=1C=NC=CC1)CC (diethyl-3-pyridylborane), [OH-].[K+] (potassium hydroxide). Reagents/catalysts: [Br-].C(CCC)[N+](CCCC)(CCCC)CCCC (tetrabutylammonium bromide), C=1C=CC(=CC1)[P](C=2C=CC=CC2)(C=3C=CC=CC3)[Pd]([P](C=4C=CC=CC4)(C=5C=CC=CC5)C=6C=CC=CC6)([P](C=7C=CC=CC7)(C=8C=CC=CC8)C=9C=CC=CC9)[P](C=1C=CC=CC1)(C=1C=CC=CC1)C=1C=CC=CC1 (tetrakis(triphenylphosphine)palladium). Solvent: C(C)(=O)OCC (ethyl acetate), O1CCCC1 (tetrahydrofuran), O (water). Product: N1=CC(=CC=C1)C1=CC=C(C(=O)OC)C=C1 (Methyl 4-(3-pyridyl)benzoate). Yield: 52.8%. As a reaction SMILES: Br[C:2]1[CH:11]=[CH:10][C:5]([C:6]([O:8][CH3:9])=[O:7])=[CH:4][CH:3]=1.C(B(CC)[C:15]1[CH:16]=[N:17][CH:18]=[CH:19][CH:20]=1)C.[OH-].[K+].[Cl-].[NH4+]>O1CCCC1.[Br-].C([N+](CCCC)(CCCC)CCCC)CCC.C1C=CC([P]([Pd]([P](C2C=CC=CC=2)(C2C=CC=CC=2)C2C=CC=CC=2)([P](C2C=CC=CC=2)(C2C=CC=CC=2)C2C=CC=CC=2)[P](C2C=CC=CC=2)(C2C=CC=CC=2)C2C=CC=CC=2)(C2C=CC=CC=2)C2C=CC=CC=2)=CC=1.C(OCC)(=O)C.O>[N:17]1[CH:18]=[CH:19][CH:20]=[C:15]([C:2]2[CH:11]=[CH:10][C:5]([C:6]([O:8][CH3:9])=[O:7])=[CH:4][CH:3]=2)[CH:16]=1 |f:2.3,4.5,7.8,^1:53,55,74,93|. Procedure: In tetrahydrofuran (100 ml), methyl 4-bromobenzoate (5.04 g) and diethyl-3-pyridylborane (Chem. Pharm. Bull., 33, 4755, 1985) (2.30 g) were dissolved, followed by the addition of tetrabutylammonium bromide (2.51 g), potassium hydroxide (2.63 g), tetrakis(triphenylphosphine)palladium (O) (1.8 g) and water (1 ml) under an argon atmosphere. The resulting mixture was heated under reflux for 2 hours. After ice cooling, an aqueous ammonium chloride solution and ethyl acetate were added to the reaction... The reactants are COC=1C=C2C(CC(O2)C)=C(C1)N (2,3-dihydro-6-methoxy-2-methyl-4-benzofuranamine). The reagents and catalysts are N1=CC=CC=C1 (pyridine). Solvent: C(C)(=O)OC(C)=O (acetic anhydride). Product: COC1=CC2=C(CC(O2)C)C(=C1)N(C(C)=O)C(=O)C (N-(2,3-dihydro-6-methoxy-2-methyl-4-benzofuranyl)diacetamide). RXN SMILES: [CH3:1][O:2][C:3]1[CH:4]=[C:5]2[O:9][CH:8]([CH3:10])[CH2:7][C:6]2=[C:11]([NH2:13])[CH:12]=1>N1C=CC=CC=1.C(OC(=O)C)(=O)C>[CH3:1][O:2][C:3]1[CH:12]=[C:11]([N:13]([C:8]([CH3:7])=[O:9])[C:3](=[O:2])[CH3:12])[C:6]2[CH2:7][CH:8]([CH3:10])[O:9][C:5]=2[CH:4]=1. Procedure details: A reaction mixture consisting of 2.4 grams of 2,3-dihydro-6-methoxy-2-methyl-4-benzofuranamine, 10 cc of acetic anhydride and one drop of pyridine is heated to 130°-140° C. for 90 minutes. After cooling and evaporating the excess of acetic anhydride, the residue is distilled under reduced pressure yielding 2.4 grams (69 percent of theoretical) of the compound of the title. B.p./0.4 mmHg 160° C. The distillate which solidifies is crystallized from ethyl ether-petroleum ether. M.p. 56°-57° C. Starting materials: CC1(C)CN=C2N(C1)c1ccc(NS(=O)(=O)c3ccccc3)cc1C21OCCCO1, CS(=O)(=O)O, [Cl-], ClCCl, [Na+]. Yields the product CC1(C)CN=C2C(=O)c3cc(NS(=O)(=O)c4ccccc4)ccc3N2C1. RXN SMILES: [CH3:1][C:2]1([CH3:30])[CH2:3][N:4]=[C:5]2[N:6]([c:7]3[cH:8][cH:9][c:10]([NH:19][S:20](=[O:21])(=[O:22])[c:23]4[cH:24][cH:25][cH:26][cH:27][cH:28]4)[cH:11][c:12]3[C:13]23[O:14][CH2:18][CH2:17][CH2:16][O:15]3)[CH2:29]1.[CH3:31][S:32](=[O:33])(=[O:34])[OH:35].[Cl-:36].[Cl:38][CH2:39][Cl:40].[Na+:37]>>[CH3:1][C:2]1([CH3:30])[CH2:3][N:4]=[C:5]2[N:6]([c:7]3[cH:8][cH:9][c:10]([NH:19][S:20](=[O:21])(=[O:22])[c:23]4[cH:24][cH:25][cH:26][cH:27][cH:28]4)[cH:11][c:12]3[C:13]2=[O:14])[CH2:29]1. The reactants are C(C1=CC=CC=C1)S(=O)(=O)Cl (benzyl sulfonyl chloride), C1(=C(C=CC=C1)N)N (o-phenylene diamine). Product: C(C1=CC=CC=C1)S(=O)(=O)NC1=C(N)C=CC=C1 (2-(benzyl sulfonyl amino) aniline). RXN SMILES: [CH2:1]([S:8](Cl)(=[O:10])=[O:9])[C:2]1[CH:7]=[CH:6][CH:5]=[CH:4][CH:3]=1.[C:12]1([NH2:19])[CH:17]=[CH:16][CH:15]=[CH:14][C:13]=1[NH2:18]>>[CH2:1]([S:8]([NH:18][C:13]1[CH:14]=[CH:15][CH:16]=[CH:17][C:12]=1[NH2:19])(=[O:10])=[O:9])[C:2]1[CH:7]=[CH:6][CH:5]=[CH:4][CH:3]=1. Reported procedure: The sulfonamide was synthesized from benzyl sulfonyl chloride(0.01 mol) and o-phenylene diamine(0.01 mol) by general Method C. It was purified by recrystallization from EtOH(0.87 g, 33%). EI-MS m/z 263(M+H)+. The reactants are C(C)(C)(C)C1=NC(=CC(=N1)N1CCN(CC1)CCCCl)C1CCC1 (2-tert-butyl-4-[4-(3-chloro-propyl)-piperazin-1-yl]-6-cyclobutyl-pyrimidine), [OH-].[Li+] (lithium hydroxide), [I-].[Na+] (sodium iodide), SC1=NC=CC=C1 (2-mercapto-pyridine). Solvent: CN(C=O)C (dimethylformamide). Reaction conditions: temperature 70 celsius. Yields the product Cl.C(C)(C)(C)C1=NC(=CC(=N1)C1CCC1)N1CCN(CC1)CCCSC1=NC=CC=C1 (2-tert-Butyl-4-cyclobutyl-6-{4-[3-(pyridin-2-ylsulfanyl)-propyl]-piperazine-1-yl}-pyrimidine hydrochloride). Yield: 113.0%. Reaction SMILES: [SH:1][C:2]1[CH:7]=[CH:6][CH:5]=[CH:4][N:3]=1.[OH-].[Li+].[I-].[Na+].[C:12]([C:16]1[N:21]=[C:20]([N:22]2[CH2:27][CH2:26][N:25]([CH2:28][CH2:29][CH2:30][Cl:31])[CH2:24][CH2:23]2)[CH:19]=[C:18]([CH:32]2[CH2:35][CH2:34][CH2:33]2)[N:17]=1)([CH3:15])([CH3:14])[CH3:13]>CN(C)C=O>[ClH:31].[C:12]([C:16]1[N:17]=[C:18]([CH:32]2[CH2:33][CH2:34][CH2:35]2)[CH:19]=[C:20]([N:22]2[CH2:27][CH2:26][N:25]([CH2:28][CH2:29][CH2:30][S:1][C:2]3[CH:7]=[CH:6][CH:5]=[CH:4][N:3]=3)[CH2:24][CH2:23]2)[N:21]=1)([CH3:15])([CH3:13])[CH3:14] |f:1.2,3.4,7.8|. Procedure: 0.2 g of 2-mercapto-pyridine (1.8 mmol) were dissolved in 15 ml of dimethylformamide. After addition of 0.04 g of lithium hydroxide (1.8 mmol) and 0.13 g of sodium iodide (0.9 mmol), the reaction mixture was stirred at 70° C. and 0.63 g of 2-tert-butyl-4-[4-(3-chloro-propyl)-piperazin-1-yl]-6-cyclobutyl-pyrimidine (0.9 mmol) were added in portions. The mixture was stirred at 80° C. for 5 h, and, after evaporation of dimethylformamide, the residue was partitioned between 20 ml of ethyl acetate an... The reactants are Cc1nn(C)c(Cl)c1S(=O)(=O)Cl, NC1=NC(c2cccc(O)c2)(c2cc(Cl)nc(Cl)c2)c2ccccc21, [Na+], C1CCOC1, [OH-]. Product: Cc1nn(C)c(Cl)c1S(=O)(=O)Oc1cccc(C2(c3cc(Cl)nc(Cl)c3)N=C(N)c3ccccc32)c1. As a reaction SMILES: [Cl:28][c:29]1[c:30]([S:36](=[O:37])(=[O:38])[Cl:39])[c:31]([CH3:35])[n:32][n:33]1[CH3:34].[NH2:3][C:4]1=[N:5][C:6]([c:13]2[cH:14][c:15]([Cl:20])[n:16][c:17]([Cl:19])[cH:18]2)([c:21]2[cH:22][c:23]([OH:27])[cH:24][cH:25][cH:26]2)[c:7]2[cH:8][cH:9][cH:10][cH:11][c:12]21.[Na+:2].[O:40]1[CH2:41][CH2:42][CH2:43][CH2:44]1.[OH-:1]>>[NH2:3][C:4]1=[N:5][C:6]([c:13]2[cH:14][c:15]([Cl:20])[n:16][c:17]([Cl:19])[cH:18]2)([c:21]2[cH:22][c:23]([O:27][S:36]([c:30]3[c:29]([Cl:28])[n:33]([CH3:34])[n:32][c:31]3[CH3:35])(=[O:37])=[O:38])[cH:24][cH:25][cH:26]2)[c:7]2[cH:8][cH:9][cH:10][cH:11][c:12]21. Starting materials: CCN(C(C)C)C(C)C (DIPEA), CS(=O)(=O)Cl (methanesulfonyl chloride), CN1CCCC1=O (NMP), CC(CN1C(N(C2=NC(=CC=C21)C2CNCCC2)C)=O)(C)C (1-(2,2-dimethylpropyl)-3-methyl-5-piperidin-3-yl-1,3-dihydro-2H-imidazo[4,5-b]pyridin-2-one). Solvent: CO (MeOH). Reaction conditions: time 3 hour. The product is CC(CN1C(N(C2=NC(=CC=C21)C2CN(CCC2)S(=O)(=O)C)C)=O)(C)C (1-(2,2-Dimethylpropyl)-3-methyl-5-[1-(methylsulfonyl)piperidin-3-yl]-1,3-dihydro-2H-imidazo[4,5-b]pyridin-2-one). RXN SMILES: [CH3:1][S:2](Cl)(=[O:4])=[O:3].CN1C(=O)CCC1.[CH3:13][C:14]([CH3:34])([CH3:33])[CH2:15][N:16]1[C:24]2[C:19](=[N:20][C:21]([CH:25]3[CH2:30][CH2:29][CH2:28][NH:27][CH2:26]3)=[CH:22][CH:23]=2)[N:18]([CH3:31])[C:17]1=[O:32].CCN(C(C)C)C(C)C>CO>[CH3:13][C:14]([CH3:34])([CH3:33])[CH2:15][N:16]1[C:24]2[C:19](=[N:20][C:21]([CH:25]3[CH2:30][CH2:29][CH2:28][N:27]([S:2]([CH3:1])(=[O:4])=[O:3])[CH2:26]3)=[CH:22][CH:23]=2)[N:18]([CH3:31])[C:17]1=[O:32]. Reported procedure: To a flask was added methanesulfonyl chloride (3.74 mg, 0.033 mmol), NMP (0.5 mL), then (18-2) (7.6 mg, 0.025 mmol), & DIPEA (40 μl, 0.229 mmol). The reaction mixture was stirred at room temperature for 3 hours, then diluted with MeOH & purified by reverse phase chromatography (5-95% CH3CN:0.1% TFA in H2O) to give 1-(2,2-Dimethylpropyl)-3-methyl-5-[1-(methylsulfonyl)piperidin-3-yl]-1,3-dihydro-2H-imidazo[4,5-b]pyridin-2-one (19-1). HRMS (M+H)+: observed=381.1956, calculated=381.1955. 1H NMR (499... Starting materials: BrC=1C=NC=CC1 (3-bromopyridine), C(C)(C)(C)OC(=O)N1CCNCCC1 (1-tert-butoxycarbonyl-homopiperazine), CC(C)([O-])C.[K+] (potassium tert-butoxide), C1(=CC=CC=C1)C (toluene). Reagents/catalysts: C=1C=CC(=CC1)[P](C=2C=CC=CC2)(C=3C=CC=CC3)[Pd]([P](C=4C=CC=CC4)(C=5C=CC=CC5)C=6C=CC=CC6)([P](C=7C=CC=CC7)(C=8C=CC=CC8)C=9C=CC=CC9)[P](C=1C=CC=CC1)(C=1C=CC=CC1)C=1C=CC=CC1 (tetrakis(triphenylphosphine)palladium(0)). Solvent: O (Water). Conditions: temperature 80 celsius, time 4 hour. Yields the product N (ammonia), N1=CC(=CC=C1)N1CCN(CCC1)C(=O)OC(C)(C)C (1-(3-Pyridyl)-4-tert-butoxycarbonylhomopiperazine). RXN SMILES: Br[C:2]1[CH:3]=[N:4][CH:5]=[CH:6][CH:7]=1.[C:8]([O:12][C:13]([N:15]1[CH2:21][CH2:20][CH2:19][NH:18][CH2:17][CH2:16]1)=[O:14])([CH3:11])([CH3:10])[CH3:9].CC(C)([O-])C.[K+].C1(C)C=CC=CC=1>C1C=CC([P]([Pd]([P](C2C=CC=CC=2)(C2C=CC=CC=2)C2C=CC=CC=2)([P](C2C=CC=CC=2)(C2C=CC=CC=2)C2C=CC=CC=2)[P](C2C=CC=CC=2)(C2C=CC=CC=2)C2C=CC=CC=2)(C2C=CC=CC=2)C2C=CC=CC=2)=CC=1.O>[NH3:4].[N:4]1[CH:5]=[CH:6][CH:7]=[C:2]([N:18]2[CH2:19][CH2:20][CH2:21][N:15]([C:13]([O:12][C:8]([CH3:11])([CH3:10])[CH3:9])=[O:14])[CH2:16][CH2:17]2)[CH:3]=1 |f:2.3,^1:38,40,59,78|. Procedure: A mixture of 3-bromopyridine (3.95 g, 25.0 mmol), 1-tert-butoxycarbonyl-homopiperazine (5.0 g, 25.0 mmol), tetrakis(triphenylphosphine)palladium(0) (145 mg, 0.125 mmol), potassium tert-butoxide (6.1 g, 50.0 mmol) and anhydrous toluene (75 ml) was stirred at 80° C. for 4 hours. Water (100 ml) was added and the mixture was extracted three times with ethyl acetate (50 ml). Chromatography on silica gel with dichloromethane, methanol and conc. ammonia (89:10:1) gave the title compound as an oil. Yiel... Reactants: C(C)(C)NC(C)C (diisopropylamine), CN(C1=NC=C(C(=N1)C)OC)C (2-dimethylamino-4-methyl-5-methoxypyrimidine), C(CCC)[Li] (n-butyllithium), ClC(=O)OCC (ethyl chloroformate), Cl (HCl). The solvent is C1CCOC1 (THF), C1CCOC1 (THF), O (water), C1CCOC1 (THF), CCCCCC.C(C)(=O)OCC (hexane ethyl acetate). Conditions: temperature 5 celsius, time 15 minute. Yields the product CN(C1=NC=C(C(=N1)CC(=O)OCC)OC)C (Ethyl 2-(2-dimethylamino-5-methoxypyrimidine-4-yl)-acetate). Isolated yield 47.2%. Reaction SMILES: C([Li])CCC.C(NC(C)C)(C)C.[CH3:13][N:14]([CH3:24])[C:15]1[N:20]=[C:19]([CH3:21])[C:18]([O:22][CH3:23])=[CH:17][N:16]=1.Cl[C:26]([O:28][CH2:29][CH3:30])=[O:27].Cl>C1COCC1.CCCCCC.C(OCC)(=O)C.O>[CH3:24][N:14]([CH3:13])[C:15]1[N:20]=[C:19]([CH2:21][C:26]([O:28][CH2:29][CH3:30])=[O:27])[C:18]([O:22][CH3:23])=[CH:17][N:16]=1 |f:6.7|. Reported procedure: A three-necked 150 ml flask fitted with a septum, a low temperature thermometer and an addition funnel was charged under nitrogen with 11.6 ml (18.6 mmol) of 1.6 M n-butyllithium. After cooling the flask to 5° C., a solution of 2.6 ml (18.6 mmol) of diisopropylamine in 20 ml dry THF was added dropwise over 5 minutes. After addition was completed, the mixture was stirred at 5° C. for 15 minutes and then cooled to -70° C. To the reaction mixture was added a solution of 1.56 g (9.3 mmol) of 2-dimet...